Dataset: the Open Reaction Database (ORD), a public repository of structured organic reaction records. Task: describe an organic reaction: reactants, conditions, products, and yield The solvent is CN(C)C=O (DMF). Procedure: Ethyl 4-bromo-1-(oxan-2-yl)-1H-pyrazole-3-carboxylate (as a mixture of regioisomers of the tetrahydropyran group at the nitrogen atoms of the pyrazole) (7.9 g, 26.23 mmol), 4-(tetramethyl-1,3,2-dioxaborolan-2-yl)-1H-pyrrolo[2,3-b]pyridine (6.4 g, 26.23 mmol), and Pd(PPh3)4 (1.8 g, 1.57 mmol) were taken up in a degassed DMF (100 mL) and NaHCO3 (saturated, 50 mL) under an atmosphere of nitrogen. The reagents and catalysts are C=1C=CC(=CC1)[P](C=2C=CC=CC2)(C=3C=CC=CC3)[Pd]([P](C=4C=CC=CC4)(C=5C=CC=CC5)C=6C=CC=CC6)([P](C=7C=CC=CC7)(C=8C=CC=CC8)C=9C=CC=CC9)[P](C=1C=CC=CC1)(C=1C=CC=CC1)C=1C=CC=CC1 (Pd(PPh3)4). Starting materials: C(=O)(O)[O-].[Na+] (NaHCO3), BrC=1C(=NN(C1)C1OCCCC1)C(=O)OCC (Ethyl 4-bromo-1-(oxan-2-yl)-1H-pyrazole-3-carboxylate), N1N=CC=C1 (pyrazole), CC1(C(OB(O1)C1=C2C(=NC=C1)NC=C2)(C)C)C (4-(tetramethyl-1,3,2-dioxaborolan-2-yl)-1H-pyrrolo[2,3-b]pyridine). Product: O1C(CCCC1)N1N=C(C(=C1)C1=C2C(=NC=C1)NC=C2)C(=O)OCC (ethyl 1-(oxan-2-yl)-4-{1H-pyrrolo[2,3-b]pyridin-4-yl}-1H-pyrazole-3-carboxylate). Reaction SMILES: Br[C:2]1[C:3]([C:13]([O:15][CH2:16][CH3:17])=[O:14])=[N:4][N:5]([CH:7]2[CH2:12][CH2:11][CH2:10][CH2:9][O:8]2)[CH:6]=1.N1C=CC=N1.CC1(C)OB([C:29]2[CH:34]=[CH:33][N:32]=[C:31]3[NH:35][CH:36]=[CH:37][C:30]=23)OC1(C)C.C([O-])(O)=O.[Na+]>C1C=CC([P]([Pd]([P](C2C=CC=CC=2)(C2C=CC=CC=2)C2C=CC=CC=2)([P](C2C=CC=CC=2)(C2C=CC=CC=2)C2C=CC=CC=2)[P](C2C=CC=CC=2)(C2C=CC=CC=2)C2C=CC=CC=2)(C2C=CC=CC=2)C2C=CC=CC=2)=CC=1.CN(C=O)C>[O:8]1[CH2:9][CH2:10][CH2:11][CH2:12][CH:7]1[N:5]1[CH:6]=[C:2]([C:29]2[CH:34]=[CH:33][N:32]=[C:31]3[NH:35][CH:36]=[CH:37][C:30]=23)[C:3]([C:13]([O:15][CH2:16][CH3:17])=[O:14])=[N:4]1 |f:3.4,^1:49,51,70,89|. Starting materials: C(C(=C)C)(=O)OC (Methyl methacrylate), C(C(=C)C)(=O)O (Methacrylic acid), C(C(=C)C)(=O)OCCOC(C(=C)C)=O (Ethyleneglycol dimethacrylate), total monomer, S(=O)(=O)([O-])OOS(=O)(=O)[O-].[NH4+].[NH4+] (ammonium persulphate), total monomer. Conditions: temperature 80 celsius. The product is C(C(=C)C)(=O)OC.C(C(=C)C)(=O)O.C(C(=C)C)(=O)OCCOC(C(=C)C)=O (MMA MAA EGDMa), 2A. Reaction SMILES: [C:1]([O:6][CH3:7])(=[O:5])[C:2]([CH3:4])=[CH2:3].[C:8]([OH:13])(=[O:12])[C:9]([CH3:11])=[CH2:10].[C:14]([O:19][CH2:20][CH2:21][O:22][C:23](=[O:27])[C:24]([CH3:26])=[CH2:25])(=[O:18])[C:15]([CH3:17])=[CH2:16].S(OOS([O-])(=O)=O)([O-])(=O)=O.[NH4+].[NH4+]>>[C:1]([O:6][CH3:7])(=[O:5])[C:2]([CH3:4])=[CH2:3].[C:8]([OH:13])(=[O:12])[C:9]([CH3:11])=[CH2:10].[C:14]([O:19][CH2:20][CH2:21][O:22][C:23](=[O:27])[C:24]([CH3:26])=[CH2:25])(=[O:18])[C:15]([CH3:17])=[CH2:16] |f:3.4.5,6.7.8|. Procedure: Poly(MMA/MAA/EGDMa) microgel (Microgel 2A) was prepared using seed-feed emulsion polymerisation. A seed monomer mixture containing Methyl methacrylate (MMA) (Aldrich, 139.3 g), Methacrylic acid (MAA) (Aldrich, 60.1 g) and Ethyleneglycol dimethacrylate (EGDMa) (Aldrich, 2.1 g) was prepared and 25.2 g (8.8% of total monomer) of the mixture added to a pre-purged (N2), stirred, solution of sodium dodecylsulphate (BDH, 1.75 g in 500 g of water), which had been heated to 80° C. K2HPO4 (2.55 g of 7% w/... Starting materials: FC1=C(C=CC(=C1)F)C1=CC(=C(C(C(=O)OCC)=C1)O)I (Ethyl 5-(2,4-difluorophenyl)-3-iodo-salicylate), C(C)(=O)OC(C)=O (acetic anhydride). Solvent: N1=CC=CC=C1 (pyridine). Yields the product FC1=C(C=CC(=C1)F)C1=CC(=C(C(=C1)I)OC(C)=O)C(=O)OCC (Ethyl 2′,4′-difluoro-4-acetyloxy-5-iodo-[1,1′]biphenyl-3-carboxylate). RXN SMILES: [F:1][C:2]1[CH:7]=[C:6]([F:8])[CH:5]=[CH:4][C:3]=1[C:9]1[CH:19]=[C:13]([C:14]([O:16][CH2:17][CH3:18])=[O:15])[C:12]([OH:20])=[C:11]([I:21])[CH:10]=1.[C:22](OC(=O)C)(=[O:24])[CH3:23]>N1C=CC=CC=1>[F:1][C:2]1[CH:7]=[C:6]([F:8])[CH:5]=[CH:4][C:3]=1[C:9]1[CH:10]=[C:11]([I:21])[C:12]([O:20][C:22](=[O:24])[CH3:23])=[C:13]([C:14]([O:16][CH2:17][CH3:18])=[O:15])[CH:19]=1. Reported procedure: A mixture of 500 mg (1.24 mmol) of ethyl 5-(2,4-difluorophenyl)-3-iodo-salicylate (Example 10) in 12 ml of pyridine and 3 ml of acetic anhydride was heated in a water bath for 20 min. The mixture was allowed to cool and poured over ice and the product was extracted with dichloromethane. After drying the organic phase and after evaporating the solvent at low pressure, the crude was recrystalized. Starting materials: O=S(=O)(Cl)c1ccc(Cl)cc1, ClCCl, COc1ccnc(CS(=O)c2nc3cc(OC(F)F)ccc3[nH]2)c1OC, [Na+], [Na+], [Na], O=C([O-])[O-]. Product: COc1ccnc(CS(=O)c2nc3cc(OC(F)F)ccc3n2S(=O)(=O)c2ccc(Cl)cc2)c1OC. Reaction SMILES: [Cl:34][c:35]1[cH:36][cH:37][c:38]([S:41](=[O:42])(=[O:43])[Cl:44])[cH:39][cH:40]1.[Cl:45][CH2:46][Cl:47].[F:1][CH:2]([O:3][c:4]1[cH:5][c:6]2[c:7]([nH:8][c:9]([S:11](=[O:12])[CH2:13][c:14]3[n:15][cH:16][cH:17][c:18]([O:22][CH3:23])[c:19]3[O:20][CH3:21])[n:10]2)[cH:24][cH:25]1)[F:26].[Na+:28].[Na+:29].[Na:27].[O-:30][C:31](=[O:32])[O-:33]>>[F:1][CH:2]([O:3][c:4]1[cH:5][c:6]2[c:7]([n:8]([S:41]([c:38]3[cH:37][cH:36][c:35]([Cl:34])[cH:40][cH:39]3)(=[O:42])=[O:43])[c:9]([S:11](=[O:12])[CH2:13][c:14]3[n:15][cH:16][cH:17][c:18]([O:22][CH3:23])[c:19]3[O:20][CH3:21])[n:10]2)[cH:24][cH:25]1)[F:26].